The task is: describe an organic reaction: reactants, conditions, products, and yield. This data is from the Open Reaction Database (ORD), a public repository of structured organic reaction records. RXN SMILES: I[C:2]1[CH:3]=[C:4]2[C:9](=[CH:10][CH:11]=1)[CH:8]=[C:7]([CH2:12][OH:13])[CH:6]=[CH:5]2.[Cl:14][C:15]1[CH:20]=[CH:19][C:18]([C:21]2[CH:22]=[CH:23][C:24]([C:27]#[CH:28])=[N:25][CH:26]=2)=[CH:17][CH:16]=1>>[Cl:14][C:15]1[CH:16]=[CH:17][C:18]([C:21]2[CH:22]=[CH:23][C:24]([C:27]#[C:28][C:2]3[CH:3]=[C:4]4[C:9](=[CH:10][CH:11]=3)[CH:8]=[C:7]([CH2:12][OH:13])[CH:6]=[CH:5]4)=[N:25][CH:26]=2)=[CH:19][CH:20]=1. Product: ClC1=CC=C(C=C1)C=1C=CC(=NC1)C#CC=1C=C2C=CC(=CC2=CC1)CO ({6-[5-(4-chloro-phenyl)-pyridin-2-ylethynyl]-naphthalen-2-yl}-methanol). Reactants: IC=1C=C2C=CC(=CC2=CC1)CO ((6-iodo-naphthalen-2-yl)-methanol), ClC1=CC=C(C=C1)C=1C=CC(=NC1)C#C (5-(4-chloro-phenyl)-2-ethynyl-pyridine). Procedure: Prepared according to general working method I from (6-iodo-naphthalen-2-yl)-methanol (450 mg, 1.58 mmol) and 5-(4-chloro-phenyl)-2-ethynyl-pyridine (342 mg, 1.60 mmol). The reactants are ClP1N(P(N1C1=CC=CC=C1)Cl)C1=CC=CC=C1 (2,4-dichloro-1,3-diphenyl-1,3,2,4-diazadiphosphetidine), C(C)(C)(C)C=1C=C(CCC(=O)OCCCCCCCCCCCCCCCCCC)C=C(C1O)C(C)(C)C (n-octadecyl 3,5-di-tert-butyl-4-hydroxyhydrocinnamate). The solvent is C(C)N(CC)CC (triethylamine). Product: C(C)(C)(C)C1=C(OP2N(P(N2C2=CC=CC=C2)OC2=C(C=C(C=C2C(C)(C)C)CCC(=O)OCCCCCCCCCCCCCCCCCC)C(C)(C)C)C2=CC=CC=C2)C(=CC(=C1)CCC(=O)OCCCCCCCCCCCCCCCCCC)C(C)(C)C (2,4-Di{2,6-di-tert-butyl-4-[2-(n-octadecyloxycarbonyl)ethyl]phenoxy}-1,3-diphenyl-1,3,2,4-diazadiphosphetidine). As a reaction SMILES: Cl[P:2]1[N:5]([C:6]2[CH:11]=[CH:10][CH:9]=[CH:8][CH:7]=2)[P:4](Cl)[N:3]1[C:13]1[CH:18]=[CH:17][CH:16]=[CH:15][CH:14]=1.[C:19]([C:23]1[CH:24]=[C:25]([CH:49]=[C:50]([C:53]([CH3:56])([CH3:55])[CH3:54])[C:51]=1[OH:52])[CH2:26][CH2:27][C:28]([O:30][CH2:31][CH2:32][CH2:33][CH2:34][CH2:35][CH2:36][CH2:37][CH2:38][CH2:39][CH2:40][CH2:41][CH2:42][CH2:43][CH2:44][CH2:45][CH2:46][CH2:47][CH3:48])=[O:29])([CH3:22])([CH3:21])[CH3:20]>C(N(CC)CC)C>[C:19]([C:23]1[CH:24]=[C:25]([CH2:26][CH2:27][C:28]([O:30][CH2:31][CH2:32][CH2:33][CH2:34][CH2:35][CH2:36][CH2:37][CH2:38][CH2:39][CH2:40][CH2:41][CH2:42][CH2:43][CH2:44][CH2:45][CH2:46][CH2:47][CH3:48])=[O:29])[CH:49]=[C:50]([C:53]([CH3:55])([CH3:54])[CH3:56])[C:51]=1[O:52][P:2]1[N:5]([C:6]2[CH:11]=[CH:10][CH:9]=[CH:8][CH:7]=2)[P:4]([O:52][C:51]2[C:23]([C:19]([CH3:22])([CH3:21])[CH3:20])=[CH:24][C:25]([CH2:26][CH2:27][C:28]([O:30][CH2:31][CH2:32][CH2:33][CH2:34][CH2:35][CH2:36][CH2:37][CH2:38][CH2:39][CH2:40][CH2:41][CH2:42][CH2:43][CH2:44][CH2:45][CH2:46][CH2:47][CH3:48])=[O:29])=[CH:49][C:50]=2[C:53]([CH3:54])([CH3:56])[CH3:55])[N:3]1[C:13]1[CH:18]=[CH:17][CH:16]=[CH:15][CH:14]=1)([CH3:20])([CH3:21])[CH3:22]. Reported procedure: The procedure of Example 1 is repeated using 2,4-dichloro-1,3-diphenyl-1,3,2,4-diazadiphosphetidine, n-octadecyl 3,5-di-tert-butyl-4-hydroxyhydrocinnamate and triethylamine to give the title compound. The reactants are NC1=C(C(=O)NC2=CC=C(C=C2)Br)C=CC=C1 (2-amino-N-(4-bromo-phenyl)-benzamide), OCCOC1=C(C=C(C=O)C=C1C)C (4-(2-hydroxy-ethoxy)-3,5-dimethyl-benzaldehyde). The reagents and catalysts are [Cu](Cl)Cl (copper (II) chloride). The solvent is C(C)O (ethanol). Yields the product BrC1=CC=C(C=C1)N1C(=NC2=CC=CC=C2C1=O)C1=CC(=C(C(=C1)C)OCCO)C (3-(4-bromophenyl)-2-(4-(2-hydroxyethoxy)-3,5-dimethylphenyl)quinazolin-4(3H)-one). Reaction SMILES: [NH2:1][C:2]1[CH:17]=[CH:16][CH:15]=[CH:14][C:3]=1[C:4]([NH:6][C:7]1[CH:12]=[CH:11][C:10]([Br:13])=[CH:9][CH:8]=1)=[O:5].[OH:18][CH2:19][CH2:20][O:21][C:22]1[C:29]([CH3:30])=[CH:28][C:25]([CH:26]=O)=[CH:24][C:23]=1[CH3:31]>C(O)C.[Cu](Cl)Cl>[Br:13][C:10]1[CH:11]=[CH:12][C:7]([N:6]2[C:4](=[O:5])[C:3]3[C:2](=[CH:17][CH:16]=[CH:15][CH:14]=3)[N:1]=[C:26]2[C:25]2[CH:28]=[C:29]([CH3:30])[C:22]([O:21][CH2:20][CH2:19][OH:18])=[C:23]([CH3:31])[CH:24]=2)=[CH:8][CH:9]=1. Procedure details: To a solution of 2-amino-N-(4-bromo-phenyl)-benzamide (3.75 g, 12.9 mmol) and 4-(2-hydroxy-ethoxy)-3,5-dimethyl-benzaldehyde (D) (2.50 g, 12.9 mmol) in anhydrous ethanol (75 mL) was added anhydrous copper (II) chloride (5.19 g, 38.6 mmol). The reaction mixture was stirred under reflux for 16 hours under nitrogen, then cooled to room temperature. The ethanol was evaporated under reduced pressure. The residue was taken in dichloromethane (300 mL) and the organic phase was washed with water (200 mL... Starting materials: ClC1=C(C2=CC(=CC=C2C(=C1)Cl)Cl)CO ((2,4,7-Trichloronaphthalen-1-yl)methanol), S(=O)(Cl)Cl (thionyl chloride). Run at time 30 minute. The product is ClCC1=C(C=C(C2=CC=C(C=C12)Cl)Cl)Cl (1-Chloromethyl-2,4,7-trichloronapthalene). Reaction SMILES: [Cl:1][C:2]1[CH:11]=[C:10]([Cl:12])[C:9]2[C:4](=[CH:5][C:6]([Cl:13])=[CH:7][CH:8]=2)[C:3]=1[CH2:14]O.S(Cl)([Cl:18])=O>>[Cl:18][CH2:14][C:3]1[C:4]2[C:9](=[CH:8][CH:7]=[C:6]([Cl:13])[CH:5]=2)[C:10]([Cl:12])=[CH:11][C:2]=1[Cl:1]. Procedure details: (2,4,7-Trichloronaphthalen-1-yl)methanol (1.0 g, 3.8 mmoles) was added portionwise to thionyl chloride (10 ml) with cooling (ice bath). The reaction mixture was stirred at room temperature for 30 minutes and at reflux for 2 hours and then concentrated to dryness in vacuo. The oily residue was taken up in methylene chloride and the solution dried over MgSO4. The solution was filtered and concentrated in vacuo to give 1.0 g of the title compound. Yields the product FC=1C=CC(=C(C1)C1=C(C=NC=C1)N(C(C1=CC(=CC(=C1)C(F)(F)F)S(=O)(=O)C)=O)C)C (N-[4-(5-Fluoro-2-methyl-phenyl)-pyridin-3-yl]-3-methanesulfonyl-N-methyl-5-trifluoromethyl-benzamide). Procedure details: The title compound was prepared in analogy to example 90, from [4-(5-fluoro-2-methyl-phenyl)-pyridin-3-yl]-methyl-amine and 3-(methylsulfonyl)-5-(trifluoromethyl)benzoic acid (example 114, intermediate a) after a reaction time of 20.5 hours. The compound was purified by preparative HPLC (Gemini NX column) using a gradient of MeOH:water (containing 0.1% formic acid) (20:80 to 98:2). Colorless foam (20%). MS (ESI): m/z=467.10 [M+H]+. Starting materials: FC=1C=CC(=C(C1)C1=C(C=NC=C1)NC)C ([4-(5-fluoro-2-methyl-phenyl)-pyridin-3-yl]-methyl-amine), CS(=O)(=O)C=1C=C(C(=O)O)C=C(C1)C(F)(F)F (3-(methylsulfonyl)-5-(trifluoromethyl)benzoic acid). Reaction SMILES: [F:1][C:2]1[CH:3]=[CH:4][C:5]([CH3:16])=[C:6]([C:8]2[CH:13]=[CH:12][N:11]=[CH:10][C:9]=2[NH:14][CH3:15])[CH:7]=1.[CH3:17][S:18]([C:21]1[CH:22]=[C:23]([CH:27]=[C:28]([C:30]([F:33])([F:32])[F:31])[CH:29]=1)[C:24]([OH:26])=O)(=[O:20])=[O:19]>>[F:1][C:2]1[CH:3]=[CH:4][C:5]([CH3:16])=[C:6]([C:8]2[CH:13]=[CH:12][N:11]=[CH:10][C:9]=2[N:14]([CH3:15])[C:24](=[O:26])[C:23]2[CH:27]=[C:28]([C:30]([F:33])([F:32])[F:31])[CH:29]=[C:21]([S:18]([CH3:17])(=[O:19])=[O:20])[CH:22]=2)[CH:7]=1. Starting materials: FC1=C(C=CC(=C1)F)S(=O)(=O)Cl (2,4-Difluorobenzenesulfonyl chloride), [Si](C)(C)(C(C)(C)C)OCCNC ((2-{[tert-butyl(dimethyl)silyl]oxy}ethyl)methylamine). The solvent is C(Cl)Cl (DCM), C(Cl)Cl (DCM), [OH-].[Na+] (sodium hydroxide). Reaction conditions: time 20 hour. Product: CC(C)(C)[Si](OCCN(S(=O)(=O)C1=C(C=C(C=C1)F)F)C)(C)C (N-(2-{[(1,1-Dimethylethyl)(dimethyl)silyl]oxy}ethyl)-2,4-difluoro-N-methylbenzenesulfonamide). The yield is 40.7%. Reaction SMILES: [F:1][C:2]1[CH:7]=[C:6]([F:8])[CH:5]=[CH:4][C:3]=1[S:9](Cl)(=[O:11])=[O:10].[Si:13]([O:20][CH2:21][CH2:22][NH:23][CH3:24])([C:16]([CH3:19])([CH3:18])[CH3:17])([CH3:15])[CH3:14]>C(Cl)Cl.[OH-].[Na+]>[CH3:19][C:16]([Si:13]([CH3:14])([CH3:15])[O:20][CH2:21][CH2:22][N:23]([CH3:24])[S:9]([C:3]1[CH:4]=[CH:5][C:6]([F:8])=[CH:7][C:2]=1[F:1])(=[O:11])=[O:10])([CH3:17])[CH3:18] |f:3.4|. Reported procedure: 2,4-Difluorobenzenesulfonyl chloride (1 g, 4.70 mmol) in DCM (2 mL) was added slowly to a solution of (2-{[tert-butyl(dimethyl)silyl]oxy}ethyl)methylamine (980 mg, 5.17 mmol) in DCM (65 mL) and 10% sodium hydroxide solution (65 mL) at 0° C. The reaction was allowed to warm to RT and stirred for 20 hours. The DCM layer was separated and the aqueous re-extracted into DCM (2×50 mL). The combined organics were washed with brine (80 mL), dried (MgSO4), and reduced in vacuo to give the desired compoun... Reactants: NC1=N[C@](C(C(N1C)=O)(C)C)(C)C1=C(C=CC(=C1)N)F ((S)-2-amino-6-(5-amino-2-fluoro-phenyl)-3,5,5,6-tetramethyl-5,6-dihydro-3H-pyrimidin-4-one), NC1=N[C@](C(C(N1C)=O)(C)C)(C)C1=C(C=CC(=C1)N)F ((S)-2-amino-6-(5-amino-2-fluoro-phenyl)-3,5,5,6-tetramethyl-5,6-dihydro-3H-pyrimidin-4-one), C(C)OC(CC1C(C(CC1)=O)(C)C)=O (rac-(2,2-dimethyl-3-oxo-cyclopentyl)-acetic acid ethyl ester), [B][B][B][B][B][B][B][B][B][B] (decaborane). Yields the product C(C)OC(CC1C(C(CC1)NC1=CC(=C(C=C1)F)[C@]1(N=C(N(C(C1(C)C)=O)C)N)C)(C)C)=O ({3-[3-((S)-2-Amino-1,4,5,5-tetramethyl-6-oxo-1,4,5,6-tetrahydro-pyrimidin-4-yl)-4-fluoro-phenylamino]-2,2-dimethyl-cyclopentyl}-acetic acid ethyl ester). Reaction SMILES: [NH2:1][C:2]1[N:7]([CH3:8])[C:6](=[O:9])[C:5]([CH3:11])([CH3:10])[C@:4]([C:13]2[CH:18]=[C:17]([NH2:19])[CH:16]=[CH:15][C:14]=2[F:20])([CH3:12])[N:3]=1.[CH2:21]([O:23][C:24](=[O:34])[CH2:25][CH:26]1[CH2:30][CH2:29][C:28](=O)[C:27]1([CH3:33])[CH3:32])[CH3:22].[B][B][B][B][B][B][B][B][B][B]>>[CH2:21]([O:23][C:24](=[O:34])[CH2:25][CH:26]1[CH2:30][CH2:29][CH:28]([NH:19][C:17]2[CH:16]=[CH:15][C:14]([F:20])=[C:13]([C@:4]3([CH3:12])[C:5]([CH3:10])([CH3:11])[C:6](=[O:9])[N:7]([CH3:8])[C:2]([NH2:1])=[N:3]3)[CH:18]=2)[C:27]1([CH3:33])[CH3:32])[CH3:22] |^3:34,43,^1:35,36,37,38,39,40,41,42|. Procedure details: The reductive amination of (S)-2-amino-6-(5-amino-2-fluoro-phenyl)-3,5,5,6-tetramethyl-5,6-dihydro-3H-pyrimidin-4-one (intermediate J) and rac-(2,2-dimethyl-3-oxo-cyclopentyl)-acetic acid ethyl ester (prepared according to Bunce, R. A. et al., J. Org. Chem. 1995, 60(9), 2748) using decaborane yielded a mixture of isomers of the title compound as a white foam. MS (ESI): m/z=461.3 [M+H]+. Starting materials: C1N(CCC2=CC=CC=C12)C=1N=C(C=C2C1N(C(=C2C)C)CC2=CC=C(C=C2)F)C#N (7-(3,4-dihydro-1H-isoquinolin-2-yl)-1-(4-fluorobenzyl)-2,3-dimethyl-1H-pyrrolo[2,3-c]pyridin-5-carbonitrile), C(C)O (ethanol), Cl (hydrochloric acid), [OH-].[K+] (Potassium hydroxide). Solvent: O (water). The product is C1N(CCC2=CC=CC=C12)C=1N=C(C=C2C1N(C(=C2C)C)CC2=CC=C(C=C2)F)C(=O)O (7-(3,4-dihydro-1H-isoquinolin-2-yl)-1-(4-fluorobenzyl)-2,3-dimethyl-1H-pyrrolo[2,3-c]pyridin-5-carboxylic acid). The yield is 81.0%. RXN SMILES: [CH2:1]1[C:10]2[C:5](=[CH:6][CH:7]=[CH:8][CH:9]=2)[CH2:4][CH2:3][N:2]1[C:11]1[N:12]=C(C#N)[CH:14]=[C:15]2[C:19]([CH3:20])=[C:18]([CH3:21])[N:17]([CH2:22][C:23]3[CH:28]=[CH:27][C:26]([F:29])=[CH:25][CH:24]=3)[C:16]=12.[OH-:32].[K+].Cl.[CH2:35]([OH:37])[CH3:36]>O>[CH2:1]1[C:10]2[C:5](=[CH:6][CH:7]=[CH:8][CH:9]=2)[CH2:4][CH2:3][N:2]1[C:11]1[N:12]=[C:36]([C:35]([OH:32])=[O:37])[CH:14]=[C:15]2[C:19]([CH3:20])=[C:18]([CH3:21])[N:17]([CH2:22][C:23]3[CH:28]=[CH:27][C:26]([F:29])=[CH:25][CH:24]=3)[C:16]=12 |f:1.2|. Procedure details: 7-(3,4-dihydro-1H-isoquinolin-2-yl)-1-(4-fluorobenzyl)-2,3-dimethyl-1H-pyrrolo[2,3-c]pyridin-5-carbonitrile (300 mg, 0.73 mmol) prepared in Example 690 was diluted with a mixture of ethanol (7 ml) and water (1 ml). Potassium hydroxide (410 mg, 7.3 mmol) was added to the solution, which was then refluxed for 72 hours. 1N hydrochloric acid was added to the reaction mixture, which was then extracted with ethyl acetate. The organic layer was dried on anhydrous magnesium sulfate and then concentrated... The reactants are C1[C@@H]2N(C1=O)[C@H](/C(=C/CO)/O2)C(=O)OCC3=CC=CC=C3 (Benzyl clavulanate). Reagents/catalysts: [Pd] (Pd/C). Run in C(C)O (ethanol). The product is C1[C@@H]2N(C1=O)[C@H](/C(=C/CO)/O2)C(=O)O (clavulanic acid), oil. Reaction SMILES: [CH2:1]1[C:4](=[O:5])[N:3]2[C@@H:6]([C:12]([O:14]CC3C=CC=CC=3)=[O:13])/[C:7](/[O:11][C@H:2]12)=[CH:8]/[CH2:9][OH:10]>C(O)C.[Pd]>[CH2:1]1[C:4](=[O:5])[N:3]2[C@@H:6]([C:12]([OH:14])=[O:13])/[C:7](/[O:11][C@H:2]12)=[CH:8]/[CH2:9][OH:10]. Procedure details: Benzyl clavulanate (100 mgs) in ethanol (5 ml) was hydrogenated over 10% Pd/C (30 mgs) for 45 minutes at ambient temperature and atmospheric pressure. The catalyst was filtered, washed with ethanol and the combined filtrates were evaporated in vacuo to give clavulanic acid as an unstable, viscous oil (58 mgs). N.m.r. (C5D5N): 3.05(d,1,J=18 Hz), 3.60(dd,1,J1=18 Hz, J2=2.5 Hz), 4.75(d,2,J=7.5 Hz), 5.58(t,1,J=7.5 Hz),5.66 (S,1), 6.0δ(d,1,J=2.5 Hz). Reactants: CN(C(=O)N1C[C@@H](N(CC1)S(=O)(=O)N1CCC(=CC1)C1=CC=C(C=C1)F)C(=O)O)C (4-(N,N-dimethylaminocarbonyl)-1-[4-(4-fluorophenyl)-1,2,3,6-tetrahydropyridine-1-sulfonyl]piperazine-2-(R)-carboxylic acid). Reagents/catalysts: [Pd] (Pd/C). Solvent: O1CCCC1.C(C)O (tetrahydrofuran ethanol). Conditions: time 8 hour. Yields the product CN(C(=O)N1C[C@@H](N(CC1)S(=O)(=O)N1CCC(CC1)C1=CC=C(C=C1)F)C(=O)O)C (4-(N,N-dimethylaminocarbonyl)-1-[4-(4-fluorophenyl)piperidine-1-sulfonyl]piperazine-2-(R)-carboxylic acid). The yield is 88.0%. Reaction SMILES: [CH3:1][N:2]([CH3:30])[C:3]([N:5]1[CH2:10][CH2:9][N:8]([S:11]([N:14]2[CH2:19][CH:18]=[C:17]([C:20]3[CH:25]=[CH:24][C:23]([F:26])=[CH:22][CH:21]=3)[CH2:16][CH2:15]2)(=[O:13])=[O:12])[C@@H:7]([C:27]([OH:29])=[O:28])[CH2:6]1)=[O:4]>O1CCCC1.C(O)C.[Pd]>[CH3:1][N:2]([CH3:30])[C:3]([N:5]1[CH2:10][CH2:9][N:8]([S:11]([N:14]2[CH2:19][CH2:18][CH:17]([C:20]3[CH:21]=[CH:22][C:23]([F:26])=[CH:24][CH:25]=3)[CH2:16][CH2:15]2)(=[O:13])=[O:12])[C@@H:7]([C:27]([OH:29])=[O:28])[CH2:6]1)=[O:4] |f:1.2|. Procedure: A mixture of 4-(N,N-dimethylaminocarbonyl)-1-[4-(4-fluorophenyl)-1,2,3,6-tetrahydropyridine-1-sulfonyl]piperazine-2-(R)-carboxylic acid (1.39 g, 3.16 mmol) [prepared as described in Example 28, Steps 1-4] and 10% Pd/C (0.7 g) in 10% tetrahydrofuran/ethanol (45 ml) was stirred under an atmosphere of hydrogen (1 atm) overnight. The reaction mixture was filtered through Celite with excess ethanol and the filtrate was concentrated in vacuo to give 4-(N,N-dimethylaminocarbonyl)-1-[4-(4-fluorophenyl)p...